From a dataset of the Open Reaction Database (ORD), a public repository of structured organic reaction records. describe an organic reaction: reactants, conditions, products, and yield The reactants are CC#N, CN, CCO, Fc1ccc(-c2nc3nn(CCCCl)cc3c(-c3ccc(F)cc3)c2-c2ccncc2)cc1. Yields the product CNCCCn1cc2c(-c3ccc(F)cc3)c(-c3ccncc3)c(-c3ccc(F)cc3)nc2n1. Reaction SMILES: [CH3:34][C:35]#[N:36].[CH3:37][NH2:38].[CH3:39][CH2:40][OH:41].[Cl:1][CH2:2][CH2:3][CH2:4][n:5]1[n:6][c:7]2[n:8][c:9](-[c:27]3[cH:28][cH:29][c:30]([F:33])[cH:31][cH:32]3)[c:10](-[c:21]3[cH:22][cH:23][n:24][cH:25][cH:26]3)[c:11](-[c:14]3[cH:15][cH:16][c:17]([F:20])[cH:18][cH:19]3)[c:12]2[cH:13]1>>[CH2:2]([CH2:3][CH2:4][n:5]1[n:6][c:7]2[n:8][c:9](-[c:27]3[cH:28][cH:29][c:30]([F:33])[cH:31][cH:32]3)[c:10](-[c:21]3[cH:22][cH:23][n:24][cH:25][cH:26]3)[c:11](-[c:14]3[cH:15][cH:16][c:17]([F:20])[cH:18][cH:19]3)[c:12]2[cH:13]1)[NH:36][CH3:35]. The reactants are BrCCCCCCCCn1nc(-c2ccccc2)c(-c2ccccc2)n1, CS(C)=O, N#C[Na], O. Product: N#CCCCCCCCCn1nc(-c2ccccc2)c(-c2ccccc2)n1. Reaction SMILES: [Br:1][CH2:2][CH2:3][CH2:4][CH2:5][CH2:6][CH2:7][CH2:8][CH2:9][n:10]1[n:11][c:12](-[c:21]2[cH:22][cH:23][cH:24][cH:25][cH:26]2)[c:13](-[c:15]2[cH:16][cH:17][cH:18][cH:19][cH:20]2)[n:14]1.[CH3:31][S:32]([CH3:33])=[O:34].[Na:27][C:28]#[N:29].[OH2:30]>>[CH2:2]([CH2:3][CH2:4][CH2:5][CH2:6][CH2:7][CH2:8][CH2:9][n:10]1[n:11][c:12](-[c:21]2[cH:22][cH:23][cH:24][cH:25][cH:26]2)[c:13](-[c:15]2[cH:16][cH:17][cH:18][cH:19][cH:20]2)[n:14]1)[C:28]#[N:29]. The reactants are COC(NN)=O (methylcarbazate), N1=CC=C(C2=CC=CC=C12)C=O (4-quinolinecarboxaldehyde). Run in CO (methanol). Yields the product N1=CC=C(C2=CC=CC=C12)C=NNC(=O)OC (methyl (4-quinolinylmethylene)carbazate). Yield: 85.5%. Reaction SMILES: [CH3:1][O:2][C:3](=[O:6])[NH:4][NH2:5].[N:7]1[C:16]2[C:11](=[CH:12][CH:13]=[CH:14][CH:15]=2)[C:10]([CH:17]=O)=[CH:9][CH:8]=1>CO>[N:7]1[C:16]2[C:11](=[CH:12][CH:13]=[CH:14][CH:15]=2)[C:10]([CH:17]=[N:5][NH:4][C:3]([O:2][CH3:1])=[O:6])=[CH:9][CH:8]=1. Reported procedure: A mixture of 2.70 gm (0.03 mole) of methylcarbazate, 4.72 gm (0.03 mole) of 4-quinolinecarboxaldehyde and 100 ml of anhydrous methanol is refluxed 8.5 hr. The hot solution is filtered. The filtrate is diluted with water until cloudy. The mixture is cooled to room temperature then chilled. The crystals are collected, washed with ether and dried to give 5.88 gm (86%) of the title compound, having a melting point of 83.5° C. Reported procedure: 4.2 g of the 1,4-bis(benzyloxy)-2,3-epoxybutane thus obtained was dissolved in a mixture comprising 120 ml of tetrahydrofuran and 30 ml of water. Then 30 ml of an aqueous solution containing 6 ml of 60% perchloric acid was added dropwise thereto under ice-cooling and stirring. After stirring at the same temperature for additional 4 hours, the reaction mixture was poured into ice/water and extracted with ether. The extract was washed with water and dried. After distilling off the solvent, the obt... Run in O1CCCC1 (tetrahydrofuran), O (water). Starting materials: C(C1=CC=CC=C1)OCC1C(COCC2=CC=CC=C2)O1 (1,4-bis(benzyloxy)-2,3-epoxybutane), ice water, aqueous solution, Cl(=O)(=O)(=O)O (perchloric acid). Reaction SMILES: [CH2:1]([O:8][CH2:9][CH:10]1[O:21][CH:11]1[CH2:12][O:13][CH2:14][C:15]1[CH:20]=[CH:19][CH:18]=[CH:17][CH:16]=1)[C:2]1[CH:7]=[CH:6][CH:5]=[CH:4][CH:3]=1.Cl(O)(=O)(=O)=[O:23]>O1CCCC1.O>[CH2:14]([O:13][CH2:12][CH:11]([OH:23])[CH:10]([OH:21])[CH2:9][O:8][CH2:1][C:2]1[CH:3]=[CH:4][CH:5]=[CH:6][CH:7]=1)[C:15]1[CH:16]=[CH:17][CH:18]=[CH:19][CH:20]=1. Product: C(C1=CC=CC=C1)OCC(C(COCC1=CC=CC=C1)O)O (1,4-bis(benzyloxy)-2,3-butanediol).